This data is from the Open Reaction Database (ORD), a public repository of structured organic reaction records. The task is: describe an organic reaction: reactants, conditions, products, and yield The reactants are CN1CC2=C(NC=3C=CC(=CC23)C)CC1 (2,8-dimethyl-2,3,4,5-tetrahydro-1H-pyrido[4,3-b]indole), [OH-].[K+] (KOH), C(=C)C=1C2=C(SC1)C=CC=C2 (3-vinyl-benzo[b]thiophene). The solvent is CN1CCCC1=O (NMP), O (water). Conditions: temperature 90 celsius, time 5 hour. Yields the product S1C2=C(C(=C1)CCN1C3=C(C=4C=C(C=CC14)C)CN(CC3)C)C=CC=C2 (5-(2-benzo[b]thiophen-3-yl-ethyl)-2,8-dimethyl-2,3,4,5-tetrahydro-1H-pyrido[4,3-b]indole). RXN SMILES: [CH3:1][N:2]1[CH2:15][CH2:14][C:5]2[NH:6][C:7]3[CH:8]=[CH:9][C:10]([CH3:13])=[CH:11][C:12]=3[C:4]=2[CH2:3]1.[OH-].[K+].[CH:18]([C:20]1[C:21]2[CH:28]=[CH:27][CH:26]=[CH:25][C:22]=2[S:23][CH:24]=1)=[CH2:19]>CN1C(=O)CCC1.O>[S:23]1[CH:24]=[C:20]([CH2:18][CH2:19][N:6]2[C:7]3[CH:8]=[CH:9][C:10]([CH3:13])=[CH:11][C:12]=3[C:4]3[CH2:3][N:2]([CH3:1])[CH2:15][CH2:14][C:5]2=3)[C:21]2[CH:28]=[CH:27][CH:26]=[CH:25][C:22]1=2 |f:1.2|. Procedure details: To a solution of 2,8-dimethyl-2,3,4,5-tetrahydro-1H-pyrido[4,3-b]indole (200 mg, 1.0 mmol) in NMP (1 mL) were added powdered KOH (392 mg, 7.0 mmol) and 3-vinyl-benzo[b]thiophene (320 mg, 2.0 mmol). The reaction mixture was stirred at 90° C. for 5 h. The reaction mixture was diluted with water (15 mL) and extracted with EtOAc (3×20 mL). The combined organic layer was washed with water (5×25 mL), dried over anhydrous sodium sulfate and concentrated. The residue was purified by silica gel column ch... Starting materials: O=C([O-])[O-], ClC(Cl)Cl, N#C[Cu], O=N[O-], [NH4+], [Na+], [Na+], [Na+], N#C[Na], [OH-], O, Nc1ccc(C(c2ccccc2)n2ccnc2)cc1[N+](=O)[O-]. Yields the product N#Cc1ccc(C(c2ccccc2)n2ccnc2)cc1[N+](=O)[O-]. Reaction SMILES: [C:33](=[O:34])([O-:35])[O-:36].[Cl:41][CH:42]([Cl:43])[Cl:44].[Cu:27][C:28]#[N:29].[N:23]([O-:24])=[O:25].[NH4+:40].[Na+:26].[Na+:37].[Na+:38].[Na:30][C:31]#[N:32].[OH-:39].[OH2:45].[n:1]1([CH:6]([c:7]2[cH:8][c:9]([N+:14](=[O:15])[O-:16])[c:10]([NH2:13])[cH:11][cH:12]2)[c:17]2[cH:18][cH:19][cH:20][cH:21][cH:22]2)[cH:2][n:3][cH:4][cH:5]1>>[n:1]1([CH:6]([c:7]2[cH:8][c:9]([N+:14](=[O:15])[O-:16])[c:10]([C:28]#[N:29])[cH:11][cH:12]2)[c:17]2[cH:18][cH:19][cH:20][cH:21][cH:22]2)[cH:2][n:3][cH:4][cH:5]1. Starting materials: C(=C)C(C1=CC=CC=C1)Cl (vinylbenzyl chloride), C/C(=C/C(=O)C)/[O-].[Na+] (sodium acetylacetonate), [I-].[Na+] (sodium iodide), C(=C)C(C1=CC=CC=C1)Cl (vinylbenzyl chloride), CC(=O)C (acetone), CC(=O)C (acetone). Yields the product C(=C)C=1C=C(CC(C(C)=O)C(C)=O)C=CC1 (3-vinylbenzyl Acetylacetone). Reaction SMILES: [CH3:1]/[C:2](/[O-:7])=[CH:3]/[C:4]([CH3:6])=[O:5].[Na+].[I-].[Na+].[CH:11]([CH:13](Cl)[C:14]1[CH:19]=[CH:18][CH:17]=[CH:16][CH:15]=1)=C.[CH3:21]C(C)=O>>[CH:13]([C:14]1[CH:15]=[C:16]([CH:17]=[CH:18][CH:19]=1)[CH2:21][CH:3]([C:2](=[O:7])[CH3:1])[C:4](=[O:5])[CH3:6])=[CH2:11] |f:0.1,2.3|. Reported procedure: To 308 g of sodium acetylacetonate and 30 g of sodium iodide in 100 mL acetone (dried over 3A molecular sieves) was added dropwise 282 ml vinylbenzyl chloride (70% Meta, 30% Para), in 600 ml acetone. An ice bath was used to keep the pot temperature below 50° during the addition. The solution was maintained at 45°-50° C. until NMR samples showed no residual vinylbenzyl chloride (about 1 hour). The pot was then cooled to room temperature and placed in the refrigerator overnight. The sodium chlorid... The product is COc1ccc(NC(=O)c2ccc(-c3ccncc3)o2)cc1N1CCN(C)CC1. Starting materials: COc1ccc(NC(=O)c2ccc(Br)o2)cc1N1CCN(C)CC1, COCCOC, [Na+], [Na+], O=C([O-])[O-], O, c1ccc(P(c2ccccc2)(c2ccccc2)[Pd](P(c2ccccc2)(c2ccccc2)c2ccccc2)(P(c2ccccc2)(c2ccccc2)c2ccccc2)P(c2ccccc2)(c2ccccc2)c2ccccc2)cc1, OB(O)c1ccncc1. As a reaction SMILES: [Br:1][c:2]1[cH:3][cH:4][c:5]([C:7](=[O:8])[NH:9][c:10]2[cH:11][c:12]([N:18]3[CH2:19][CH2:20][N:21]([CH3:24])[CH2:22][CH2:23]3)[c:13]([O:16][CH3:17])[cH:14][cH:15]2)[o:6]1.[CH3:41][O:42][CH2:43][CH2:44][O:45][CH3:46].[Na+:34].[Na+:35].[O-:36][C:37](=[O:38])[O-:39].[OH2:40].[cH:47]1[cH:48][cH:49][c:50]([P:51]([Pd:52]([P:53]([c:54]2[cH:55][cH:56][cH:57][cH:58][cH:59]2)([c:60]2[cH:61][cH:62][cH:63][cH:64][cH:65]2)[c:66]2[cH:67][cH:68][cH:69][cH:70][cH:71]2)([P:72]([c:73]2[cH:74][cH:75][cH:76][cH:77][cH:78]2)([c:79]2[cH:80][cH:81][cH:82][cH:83][cH:84]2)[c:85]2[cH:86][cH:87][cH:88][cH:89][cH:90]2)[P:91]([c:92]2[cH:93][cH:94][cH:95][cH:96][cH:97]2)([c:98]2[cH:99][cH:100][cH:101][cH:102][cH:103]2)[c:104]2[cH:105][cH:106][cH:107][cH:108][cH:109]2)([c:110]2[cH:111][cH:112][cH:113][cH:114][cH:115]2)[c:116]2[cH:117][cH:118][cH:119][cH:120][cH:121]2)[cH:122][cH:123]1.[n:25]1[cH:26][cH:27][c:28]([B:31]([OH:32])[OH:33])[cH:29][cH:30]1>>[c:2]1(-[c:28]2[cH:27][cH:26][n:25][cH:30][cH:29]2)[cH:3][cH:4][c:5]([C:7](=[O:8])[NH:9][c:10]2[cH:11][c:12]([N:18]3[CH2:19][CH2:20][N:21]([CH3:24])[CH2:22][CH2:23]3)[c:13]([O:16][CH3:17])[cH:14][cH:15]2)[o:6]1. Product: ClC1=CC=C(C=C1)C=1C=CC(=NC1)C#CC1=CC=C(C=C1)NC[C@H]1NCCC1 ({4-[5-(4-chlorophenyl)pyridin-2-ylethynyl]phenyl}-(S)-1-pyrrolidin-2-ylmethylamine). Procedure: The product was obtained analogously to Example 7.1e starting from (4-iodophenyl)-(S)-1-pyrrolidin-2-ylmethylamine and 5-(4-chlorophenyl)-2-ethynylpyridine. The crude product was purified by MPLC (Hyperprep HS C18, 8 μm, gradient 0.15% formic acid in water/acetonitrile 10/90→90/10 v/v). The eluates were evaporated down in vacuo and the residue was neutralized with sat. aqueous sodium bicarbonate solution. The aqueous phase was extracted with DCM, dried over magnesium sulfate and evaporated down ... Starting materials: IC1=CC=C(C=C1)NC[C@H]1NCCC1 ((4-iodophenyl)-(S)-1-pyrrolidin-2-ylmethylamine), ClC1=CC=C(C=C1)C=1C=CC(=NC1)C#C (5-(4-chlorophenyl)-2-ethynylpyridine). RXN SMILES: I[C:2]1[CH:7]=[CH:6][C:5]([NH:8][CH2:9][C@@H:10]2[CH2:14][CH2:13][CH2:12][NH:11]2)=[CH:4][CH:3]=1.[Cl:15][C:16]1[CH:21]=[CH:20][C:19]([C:22]2[CH:23]=[CH:24][C:25]([C:28]#[CH:29])=[N:26][CH:27]=2)=[CH:18][CH:17]=1>>[Cl:15][C:16]1[CH:17]=[CH:18][C:19]([C:22]2[CH:23]=[CH:24][C:25]([C:28]#[C:29][C:2]3[CH:7]=[CH:6][C:5]([NH:8][CH2:9][C@@H:10]4[CH2:14][CH2:13][CH2:12][NH:11]4)=[CH:4][CH:3]=3)=[N:26][CH:27]=2)=[CH:20][CH:21]=1. Reactants: O=C(O)c1ccc2c(c1)OC(F)(F)O2, CSc1cccc(N)c1. The reagents and catalysts are C1CCC(CC1)N=C=NC2CCCCC2 (DCC), C1=CC2=C(C=C1Cl)N(N=N2)O (6-Cl-HOBT). Solvent: CN(C)C=O (DMF), CN(C)C=O (DMF), CN(C)C=O (DMF), CN(C)C=O (DMF), CN(C)C=O (DMF), CN(C)C=O (DMF). Run at temperature 25 celsius, time 2 hour. Product: CSc1cccc(NC(=O)c2ccc3c(c2)OC(F)(F)O3)c1. Isolated yield 81.1%. Reaction SMILES: CSc1cccc(N)c1.O=C(O)c1ccc2c(c1)OC(F)(F)O2.C1CCC(CC1)N=C=NC2CCCCC2.C1=CC2=C(C=C1Cl)N(N=N2)O.CN(C)C=O>>CSc1cccc(NC(=O)c2ccc3c(c2)OC(F)(F)O3)c1. The reactants are C1(CCCCC1)CNC=1OC2=C(N1)C=CC(=C2)OC2=CC(=NC=C2)CO ((4-(2-(cyclohexylmethylamino)benzo[d]oxazol-6-yloxy)pyridin-2-yl)methanol), C1(=CC=CC=C1)P(C1=CC=CC=C1)C1=CC=CC=C1 (triphenyl phosphine), C1(C=2C(C(N1)=O)=CC=CC2)=O (phthalimide), N(=NC(=O)OC(C)C)C(=O)OC(C)C (diisopropyl azodicarboxylate). Solvent: C1CCOC1 (THF). Reaction conditions: time 16 hour. The product is C1(CCCCC1)CNC=1OC2=C(N1)C=CC(=C2)OC2=CC(=NC=C2)CN2C(C1=CC=CC=C1C2=O)=O (2-((4-(2-(cyclohexylmethylamino)benzo[d]oxazol-6-yloxy)pyridin-2-yl)methyl)isoindoline-1,3-dione). RXN SMILES: [CH:1]1([CH2:7][NH:8][C:9]2[O:10][C:11]3[CH:17]=[C:16]([O:18][C:19]4[CH:24]=[CH:23][N:22]=[C:21]([CH2:25]O)[CH:20]=4)[CH:15]=[CH:14][C:12]=3[N:13]=2)[CH2:6][CH2:5][CH2:4][CH2:3][CH2:2]1.C1(P(C2C=CC=CC=2)C2C=CC=CC=2)C=CC=CC=1.[C:46]1(=[O:56])[NH:50][C:49](=[O:51])[C:48]2=[CH:52][CH:53]=[CH:54][CH:55]=[C:47]12.N(C(OC(C)C)=O)=NC(OC(C)C)=O>C1COCC1>[CH:1]1([CH2:7][NH:8][C:9]2[O:10][C:11]3[CH:17]=[C:16]([O:18][C:19]4[CH:24]=[CH:23][N:22]=[C:21]([CH2:25][N:50]5[C:46](=[O:56])[C:47]6[C:48](=[CH:52][CH:53]=[CH:54][CH:55]=6)[C:49]5=[O:51])[CH:20]=4)[CH:15]=[CH:14][C:12]=3[N:13]=2)[CH2:2][CH2:3][CH2:4][CH2:5][CH2:6]1. Procedure: To a solution of the (4-(2-(cyclohexylmethylamino)benzo[d]oxazol-6-yloxy)pyridin-2-yl)methanol (20 mg, 0.057 mmol, 1.0 eq) in 2 mL of THF was added triphenyl phosphine (22 mg, 0.085 mmol, 1.5 eq), phthalimide (12.5 mg, 0.085 mmol, 1.5 eq) and diisopropyl azodicarboxylate (17 mg, 0.085 mmol, 1.5 eq) at room temperature. The reaction mixture was stirred at that temperature for 16 hours. Then the solvent was removed. The crude product was purified by preparative TLC sheet to give 2-((4-(2-(cyclohex...